Dataset: the Open Reaction Database (ORD), a public repository of structured organic reaction records. Task: describe an organic reaction: reactants, conditions, products, and yield Reactants: CC(C)O, COC(=O)N(Cc1cc(C(F)(F)F)cc(C(F)(F)F)c1)C1CC(C2CC2)N(C(=O)Cl)c2c(Br)cc(C(F)(F)F)cc21. Product: COC(=O)N(Cc1cc(C(F)(F)F)cc(C(F)(F)F)c1)C1CC(C2CC2)N(C(=O)OC(C)C)c2c(Br)cc(C(F)(F)F)cc21. As a reaction SMILES: [CH:42]([CH3:43])([CH3:44])[OH:45].[F:1][C:2]([c:3]1[cH:4][c:5]([CH2:6][N:7]([CH:8]2[CH2:9][CH:10]([CH:26]3[CH2:27][CH2:28]3)[N:11]([C:23](=[O:24])[Cl:25])[c:12]3[c:13]([Br:22])[cH:14][c:15]([C:18]([F:19])([F:20])[F:21])[cH:16][c:17]32)[C:29](=[O:30])[O:31][CH3:32])[cH:33][c:34]([C:36]([F:37])([F:38])[F:39])[cH:35]1)([F:40])[F:41]>>[F:1][C:2]([c:3]1[cH:4][c:5]([CH2:6][N:7]([CH:8]2[CH2:9][CH:10]([CH:26]3[CH2:27][CH2:28]3)[N:11]([C:23](=[O:24])[O:45][CH:42]([CH3:43])[CH3:44])[c:12]3[c:13]([Br:22])[cH:14][c:15]([C:18]([F:19])([F:20])[F:21])[cH:16][c:17]32)[C:29](=[O:30])[O:31][CH3:32])[cH:33][c:34]([C:36]([F:37])([F:38])[F:39])[cH:35]1)([F:40])[F:41]. The reactants are C[Si](C)(C)CCOCn1cc(C=O)c2nc(Br)cnc21, CN(C)c1ccccc1-c1ccccc1P(C(C)(C)C)C(C)(C)C, [K+], [K+], [K+], CC(=O)[O-], CC(=O)[O-], Oc1ccccc1, O=P([O-])([O-])[O-], [Pd+2]. Yields the product C[Si](C)(C)CCOCn1cc(C=O)c2nc(Oc3ccccc3)cnc21. As a reaction SMILES: [Br:1][c:2]1[n:3][c:4]2[c:5]([n:6][cH:7]1)[n:8]([CH2:13][O:14][CH2:15][CH2:16][Si:17]([CH3:18])([CH3:19])[CH3:20])[cH:9][c:10]2[CH:11]=[O:12].[C:36]([P:37]([C:38]([CH3:39])([CH3:40])[CH3:41])[c:42]1[cH:43][cH:44][cH:45][cH:46][c:47]1-[c:48]1[cH:49][cH:50][cH:51][cH:52][c:53]1[N:54]([CH3:55])[CH3:56])([CH3:57])([CH3:58])[CH3:59].[K+:33].[K+:34].[K+:35].[O-:61][C:62]([CH3:63])=[O:64].[O-:65][C:66]([CH3:67])=[O:68].[OH:21][c:22]1[cH:23][cH:24][cH:25][cH:26][cH:27]1.[P:28]([O-:29])([O-:30])([O-:31])=[O:32].[Pd+2:60]>>[c:2]1([O:21][c:22]2[cH:23][cH:24][cH:25][cH:26][cH:27]2)[n:3][c:4]2[c:5]([n:6][cH:7]1)[n:8]([CH2:13][O:14][CH2:15][CH2:16][Si:17]([CH3:18])([CH3:19])[CH3:20])[cH:9][c:10]2[CH:11]=[O:12]. The reactants are C(C)(=O)O (acetic acid), C(=O)(OCC1=CC=CC=C1)NCC1=C(C=CC=C1)CC(=O)NC1C(N(C1)S(=O)(=O)[O-])=O.[Na+] (sodium 3-[2-(2-carbobenzoxyaminomethylphenyl)acetamido]-2-oxoazetidine-1-sulfonate). Reagents/catalysts: [Pd] (palladium black). Run in CO (methanol), [H][H] (hydrogen). Conditions: time 90 minute. The product is O=C1N(CCN1)C(=O)NCC1=C(C=CC=C1)CC(=O)NC1C(N(C1)S(=O)(=O)[O-])=O.[Na+] (sodium 3-[2-[2-(2-oxoimidazolidin-1 -yl)carbonylaminomethylphenyl]acetamido]-2-oxoazetidine-1-sulfonate). RXN SMILES: [C:1]([NH:11][CH2:12][C:13]1[CH:18]=[CH:17][CH:16]=[CH:15][C:14]=1[CH2:19][C:20]([NH:22][CH:23]1[CH2:26][N:25]([S:27]([O-:30])(=[O:29])=[O:28])[C:24]1=[O:31])=[O:21])(OCC1C=CC=CC=1)=[O:2].[Na+:32].[C:33]([OH:36])(=O)C>CO.[H][H].[Pd]>[O:36]=[C:33]1[NH:25][CH2:24][CH2:23][N:22]1[C:1]([NH:11][CH2:12][C:13]1[CH:18]=[CH:17][CH:16]=[CH:15][C:14]=1[CH2:19][C:20]([NH:22][CH:23]1[CH2:26][N:25]([S:27]([O-:30])(=[O:29])=[O:28])[C:24]1=[O:31])=[O:21])=[O:2].[Na+:32] |f:0.1,6.7|. Procedure details: In 70 ml of 30% methanol is dissolved 0.30 g of the sodium 3-[2-(2-carbobenzoxyaminomethylphenyl)acetamido]-2-oxoazetidine-1-sulfonate obtained in Example 80 followed by addition of 0.68 ml of 6% acetic acid and 75 mg of palladium black. The mixture is stirred in hydrogen gas streams at room temperature for 90 minutes, after which the catalyst is filtered off. The filtrate is concentrated under reduced pressure, followed by ddition of 30 ml of tetrahydrofuran. Then, under ice-cooling, 0.15 g of ... The reactants are CN1CC=2N(CCC1)C(=NC2C(=O)O)C2=CC=CC=C2 (8-methyl-3-phenyl-6,7,8,9-tetrahydro-5H-imidazo[1,5-a][1,4]diazepine-1-carboxylic acid), S(=O)(Cl)Cl (thionyl chloride), CN(C)C=O (DMF). Run in C(Cl)Cl (DCM). Conditions: temperature 50 celsius, time 30 minute. Product: CN1CC=2N(CCC1)C(=NC2C(=O)Cl)C2=CC=CC=C2 (8-methyl-3-phenyl-6,7,8,9-tetrahydro-5H-imidazo[1,5-a][1,4]diazepine-1-carbonyl chloride). Reaction SMILES: [CH3:1][N:2]1[CH2:8][CH2:7][CH2:6][N:5]2[C:9]([C:15]3[CH:20]=[CH:19][CH:18]=[CH:17][CH:16]=3)=[N:10][C:11]([C:12](O)=[O:13])=[C:4]2[CH2:3]1.S(Cl)([Cl:23])=O.CN(C=O)C>C(Cl)Cl>[CH3:1][N:2]1[CH2:8][CH2:7][CH2:6][N:5]2[C:9]([C:15]3[CH:20]=[CH:19][CH:18]=[CH:17][CH:16]=3)=[N:10][C:11]([C:12]([Cl:23])=[O:13])=[C:4]2[CH2:3]1. Procedure details: To a solution of intermediate 64C (0.12 g, 0.44 mmol) in 3 mL DCM was added thionyl chloride (0.16 mL, 2.21 mmol), followed by catalytic amount of DMF. The resulting mixture was stirred at 50° C. for 30 minutes, concentrated and the residual thionyl chloride was azeotroped with toluene. The resulting material 64D was dried under vacuum and used in the next step without purification. Reactants: OC1=C(C(C(=O)O)=CC=C1)N (3-Hydroxyanthranilic acid), N1=CC=CC=C1 (pyridine), [N+](=O)([O-])C=1C=C(C(=O)Cl)C=CC1 (3-nitrobenzoyl chloride). Run in C1(=CC=CC=C1)C (toluene). Reaction conditions: time 30 minute. The product is OC=1C(=C(C(=O)O)C=CC1)NC(=O)C1=CC(=CC=C1)[N+](=O)[O-] (3-hydroxy-2-(3-nitrobenzeneamido)benzoic acid). The yield is 100.0%. As a reaction SMILES: [OH:1][C:2]1[CH:10]=[CH:9][CH:8]=[C:4]([C:5]([OH:7])=[O:6])[C:3]=1[NH2:11].N1C=CC=CC=1.[N+:18]([C:21]1[CH:22]=[C:23]([CH:27]=[CH:28][CH:29]=1)[C:24](Cl)=[O:25])([O-:20])=[O:19]>C1(C)C=CC=CC=1>[OH:1][C:2]1[C:3]([NH:11][C:24]([C:23]2[CH:27]=[CH:28][CH:29]=[C:21]([N+:18]([O-:20])=[O:19])[CH:22]=2)=[O:25])=[C:4]([CH:8]=[CH:9][CH:10]=1)[C:5]([OH:7])=[O:6]. Reported procedure: Thionyl chloride (25 mL) was added to 3-nitrobenzoic acid (3 g, 18 mmol) and the mixture was stirred at reflux for 6 hr. Thionyl chloride was evaporated under reduced pressure and the residues was dried to obtain 3-nitrobenzoyl chloride as a yellow solid. 3-Hydroxyanthranilic acid (0.92 g, 6.0 mmol) and pyridine (1.45 mL, 18.0 mmol) were added to toluene (30 mL) and the mixture was stirred at room temperature for 30 min. Then 3-nitrobenzoyl chloride prepared above (3.34 g, 18 mmol) was added. Th... The reactants are C1CCOC1, CCOC(C)=O, COC(=O)c1cc(C)n(C)n1, Cc1ccccc1. Yields the product Cc1cc(CO)nn1C. As a reaction SMILES: [CH2:18]1[O:19][CH2:20][CH2:21][CH2:22]1.[CH3:12][CH2:13][O:14][C:15](=[O:16])[CH3:17].[CH3:1][n:2]1[n:3][c:4]([C:8](=[O:9])[O:10][CH3:11])[cH:5][c:6]1[CH3:7].[CH3:23][c:24]1[cH:25][cH:26][cH:27][cH:28][cH:29]1>>[CH3:1][n:2]1[n:3][c:4]([CH2:8][OH:9])[cH:5][c:6]1[CH3:7]. Starting materials: C(C)(C)(C)OC(=O)N1CCNCC1 (N-tert-Butyloxycarbonylpiperazine), 3-(hydroxyphenyl)acetic acid, O.ON1N=NC2=C1C=CC=C2 (1-hydroxybenzotriazole hydrate), Cl.CN(C)CCCN=C=NCC (1-(dimethylaminopropyl)-3-ethylcarbodiimide hydrochloride), CCOC(=O)C (EtOAc). The solvent is CN(C=O)C (dimethylformamide). Conditions: time 30 minute. Product: C(C)(C)(C)OC(=O)N1CCN(CC1)C(CC1=CC(=CC=C1)O)=O (1-tert-Butyloxycarbonyl-4-[(3-hydroxyphenyl)acetyl]piperazine). Reaction SMILES: [C:1]([O:5][C:6]([N:8]1[CH2:13][CH2:12][NH:11][CH2:10][CH2:9]1)=[O:7])([CH3:4])([CH3:3])[CH3:2].[OH2:14].ON1[C:20]2[CH:21]=[CH:22][CH:23]=[CH:24][C:19]=2N=N1.Cl.CN(CCCN=C=NCC)C.[CH3:37][CH2:38][O:39]C(C)=O>CN(C)C=O>[C:1]([O:5][C:6]([N:8]1[CH2:13][CH2:12][N:11]([C:38](=[O:39])[CH2:37][C:19]2[CH:24]=[CH:23][CH:22]=[C:21]([OH:14])[CH:20]=2)[CH2:10][CH2:9]1)=[O:7])([CH3:4])([CH3:2])[CH3:3] |f:1.2,3.4|. Reported procedure: To a solution of N-tert-Butyloxycarbonylpiperazine (9.80 g, 52.6 mmol) and 3-(hydroxyphenyl)acetic acid (8.16 g, 152 mmol) in 100 mL of dimethylformamide at 0° C. was added 1-hydroxybenzotriazole hydrate (9.94 g, 73.6 mmol) and 1-(dimethylaminopropyl)-3-ethylcarbodiimide hydrochloride (13.06 g, 68.3 mmol). The solution was allowed to warm to room temperature. After 30 minutes, the reaction was poured into EtOAc and washed with water, saturated NH4Cl solution, saturated NaHCO3 solution, and brine... Reactants: ClC=1N=C(C2=C(N1)C=C(S2)CN2C(C(NCC2)=O)(C)C)N2CCOCC2 (4-(2-chloro-4-morpholin-4-yl-thieno[3,2-d]pyrimidin-6-ylmethyl)-3,3-dimethyl-piperazin-2-one), N=1C=CN2C1CNCC2 (5,6,7,8tetrahydro-imidazo[1,2-a]pyrazine). Product: ClC=1N=C(C2=C(N1)C=C(S2)CN2CC=1N(CC2)C=CN1)N1CCOCC1 (2-Chloro-6-(5,6-dihydro-8H-imidazo[1,2-a]pyrazin-7-ylmethyl)-4-morpholin-4-yl-thieno[3,2-d]pyrimidine), solid. The yield is 52.0%. Reaction SMILES: [Cl:1][C:2]1[N:3]=[C:4]([N:21]2[CH2:26][CH2:25][O:24][CH2:23][CH2:22]2)[C:5]2[S:10][C:9]([CH2:11][N:12]3[CH2:17][CH2:16][NH:15][C:14](=O)[C:13]3(C)[CH3:19])=[CH:8][C:6]=2[N:7]=1.[N:27]1C=CN2CCNC[C:31]=12>>[Cl:1][C:2]1[N:3]=[C:4]([N:21]2[CH2:22][CH2:23][O:24][CH2:25][CH2:26]2)[C:5]2[S:10][C:9]([CH2:11][N:12]3[CH2:17][CH2:16][N:15]4[CH:14]=[CH:31][N:27]=[C:19]4[CH2:13]3)=[CH:8][C:6]=2[N:7]=1. Reported procedure: Prepared according to the method used in the preparation of 4-(2-chloro-4-morpholin-4-yl-thieno[3,2-d]pyrimidin-6-ylmethyl)-3,3-dimethyl-piperazin-2-one using 5,6,7,8tetrahydro-imidazo[1,2-a]pyrazine in place of 3,3-dimethyl-piperazin-2-one. The title compound was obtained as a pale brown solid (50 mg, 52%).